Dataset: the Open Reaction Database (ORD), a public repository of structured organic reaction records. Task: describe an organic reaction: reactants, conditions, products, and yield Starting materials: CC(C)(C)OC(=O)N1CCNCC1, N#Cc1cc(CCOS(=O)(=O)c2ccccc2)ccn1, N#Cc1cc(CCCl)ccn1, CCOC(C)=O, [I-], [K+], [K+], [Na+], O=C([O-])[O-], CN(C)C=O, O. The product is CC(C)(C)OC(=O)N1CCN(CCc2ccnc(C#N)c2)CC1. Reaction SMILES: [C:1](=[O:2])([O:3][C:4]([CH3:5])([CH3:6])[CH3:7])[N:8]1[CH2:9][CH2:10][NH:11][CH2:12][CH2:13]1.[C:22](#[N:23])[c:24]1[n:25][cH:26][cH:27][c:28]([CH2:30][CH2:31][O:32][S:33]([c:34]2[cH:35][cH:36][cH:37][cH:38][cH:39]2)(=[O:40])=[O:41])[cH:29]1.[C:42]([c:43]1[cH:44][c:45]([CH2:46][CH2:47][Cl:48])[cH:49][cH:50][n:51]1)#[N:52].[CH3:59][CH2:60][O:61][C:62](=[O:63])[CH3:64].[I-:14].[K+:16].[K+:17].[Na+:15].[O-:18][C:19]([O-:20])=[O:21].[O:53]=[CH:54][N:55]([CH3:56])[CH3:57].[OH2:58]>>[C:1](=[O:2])([O:3][C:4]([CH3:5])([CH3:6])[CH3:7])[N:8]1[CH2:9][CH2:10][N:11]([CH2:31][CH2:30][c:28]2[cH:27][cH:26][n:25][c:24]([C:22]#[N:23])[cH:29]2)[CH2:12][CH2:13]1. Starting materials: C(C=C)OC(=O)C=1C=C(OC(C(=O)OC(C)(C)C)(C)C)C=CC1 (tert-Butyl 2-(3-allyloxycarbonylphenoxy)-2-methylpropionate), FC(C(=O)O)(F)F (trifluoroacetic acid). Run in ClCCl (dichloromethane). Conditions: time 3 hour. Product: C(C=C)OC(=O)C=1C=C(OC(C(=O)O)(C)C)C=CC1 (2-(3-Allyloxycarbonylphenoxy)-2-methylpropionic Acid). As a reaction SMILES: [CH2:1]([O:4][C:5]([C:7]1[CH:8]=[C:9]([CH:21]=[CH:22][CH:23]=1)[O:10][C:11]([CH3:20])([CH3:19])[C:12]([O:14]C(C)(C)C)=[O:13])=[O:6])[CH:2]=[CH2:3].FC(F)(F)C(O)=O>ClCCl>[CH2:1]([O:4][C:5]([C:7]1[CH:8]=[C:9]([CH:21]=[CH:22][CH:23]=1)[O:10][C:11]([CH3:19])([CH3:20])[C:12]([OH:14])=[O:13])=[O:6])[CH:2]=[CH2:3]. Procedure details: tert-Butyl 2-(3-allyloxycarbonylphenoxy)-2-methylpropionate (11.59 g, 36.19 mmol) was dissolved in dichloromethane (20 mL). Subsequently, trifluoroacetic acid (40 mL) was added at room temperature, and the mixture was stirred for three hours. The reaction mixture was concentrated under reduced pressure, and toluene was added to the concentrate. The resultant mixture was concentrated again under reduced pressure. Ethyl acetate was added. Washing was performed sequentially with water and saturated... The reactants are Cl (HCl), C(CCl)Cl (EDC), COC=1C=C(C=CC1OC)C=1C=NC(=NC1)CCC(=O)O (3-(5-(3,4-dimethoxy-phenyl)pyrimidin-2-yl)-propanoic acid), C(C)(C)(C)OC(=O)N1CC(CCC1)CN (3-aminomethyl-piperidine-1-carboxylic acid tert-butyl ester), C=1C=CC2=C(C1)N=NN2O (HOBT), C(C)(C)N(CC)C(C)C (diisopropylethylamine). Run in solvent. Reaction conditions: time 8 hour. The product is C(C)(C)(C)OC(=O)N1CC(CCC1)CNC(CCC1=NC=C(C=N1)C1=CC(=C(C=C1)OC)OC)=O (3-({3-[5-(3,4-dimethoxy-phenyl)-pyrimidin-2-yl]-propionylamino}-methyl)-piperidine-1-carboxylic acid tert-butyl ester). Isolated yield 83.9%. Reaction SMILES: Cl.C(Cl)CCl.[CH3:6][O:7][C:8]1[CH:9]=[C:10]([C:16]2[CH:17]=[N:18][C:19]([CH2:22][CH2:23][C:24]([OH:26])=O)=[N:20][CH:21]=2)[CH:11]=[CH:12][C:13]=1[O:14][CH3:15].[C:27]([O:31][C:32]([N:34]1[CH2:39][CH2:38][CH2:37][CH:36]([CH2:40][NH2:41])[CH2:35]1)=[O:33])([CH3:30])([CH3:29])[CH3:28].C1C=CC2N(O)N=NC=2C=1.C(N(C(C)C)CC)(C)C>>[C:27]([O:31][C:32]([N:34]1[CH2:39][CH2:38][CH2:37][CH:36]([CH2:40][NH:41][C:24](=[O:26])[CH2:23][CH2:22][C:19]2[N:20]=[CH:21][C:16]([C:10]3[CH:11]=[CH:12][C:13]([O:14][CH3:15])=[C:8]([O:7][CH3:6])[CH:9]=3)=[CH:17][N:18]=2)[CH2:35]1)=[O:33])([CH3:30])([CH3:29])[CH3:28]. Reported procedure: The mono HCl salt of EDC (0.86 g, 4.5 mmol, 1.5 equiv) was added to a suspension of 3-(5-(3,4-dimethoxy-phenyl)pyrimidin-2-yl)-propanoic acid (0.95 g, 3.3 mmol, 1.1 equiv), 3-aminomethyl-piperidine-1-carboxylic acid tert-butyl ester (0.64 g, 3.0 mmol), HOBT (0.61 g, 4.5 mmol, 1.5 equiv), and diisopropylethylamine (1.3 mL, 7. mmol, 2.5 equiv) in a 50 mL solvent (THF:DMF, 7:3). After stirring overnight at rt, the mixture was concentrated and the residue was dissolved in 50 mL ethyl acetate. The so... Starting materials: [BH4-], O=C1CCc2ccccc21, CCO, [Cl-], [Na+], [Na+], O. Yields the product OC1CCc2ccccc21. RXN SMILES: [BH4-:11].[C:1]1(=[O:10])[CH2:2][CH2:3][c:4]2[cH:5][cH:6][cH:7][cH:8][c:9]21.[CH3:16][CH2:17][OH:18].[Cl-:15].[Na+:12].[Na+:14].[OH2:13]>>[CH:1]1([OH:10])[CH2:2][CH2:3][c:4]2[cH:5][cH:6][cH:7][cH:8][c:9]21. Reactants: FC1=NC=CC=C1I (2-fluoro-3-iodopyridine), C[Si](C)(C)C#C (trimethylsilylacetylene). The reagents and catalysts are Cl[Pd]([P](C1=CC=CC=C1)(C2=CC=CC=C2)C3=CC=CC=C3)([P](C4=CC=CC=C4)(C5=CC=CC=C5)C6=CC=CC=C6)Cl (bis(triphenylphosphine)palladium dichloride). Solvent: C1CCOC1 (THF), C(C)N(CC)CC (triethylamine). Run at time 4 hour. Product: FC1=NC=CC=C1C#C[Si](C)(C)C (2-fluoro-3-(trimethylsilylethynyl)pyridine). The yield is 94.6%. As a reaction SMILES: [F:1][C:2]1[C:7](I)=[CH:6][CH:5]=[CH:4][N:3]=1.[CH3:9][Si:10]([C:13]#[CH:14])([CH3:12])[CH3:11]>C1COCC1.C(N(CC)CC)C.Cl[Pd](Cl)([P](C1C=CC=CC=1)(C1C=CC=CC=1)C1C=CC=CC=1)[P](C1C=CC=CC=1)(C1C=CC=CC=1)C1C=CC=CC=1>[F:1][C:2]1[C:7]([C:14]#[C:13][Si:10]([CH3:12])([CH3:11])[CH3:9])=[CH:6][CH:5]=[CH:4][N:3]=1 |^1:29,48|. Procedure details: A mixture of 2-fluoro-3-iodopyridine (5 g), trimethylsilylacetylene (2.86 g) copper(I) iodide (0.015 g) and bis(triphenylphosphine)palladium dichloride (0.06 g) in a mixture of THF (20 mL) and triethylamine (30 mL) was stirred under argon for 4 hours. The solvents were evaporated and the residue was taken up in water/ethyl acetate. The organic phase was separated, dried and evaporated. Distillation of the residue gave 2-fluoro-3-(trimethylsilylethynyl)pyridine as an oil (4.10 g). Run in C1(=CC=CC=C1)C (toluene). Yields the product CC=1N(C(=CC1)C)C1=C(C=CC=C1)[N+](=O)[O-] (2,5-dimethyl-1-(2-nitrophenyl)-1H-pyrrole). Procedure: Acetonylacetone (2.0 g, 17.5 mmol), o-nitroaniline (2.6 g, 18.8 mmol, 1.07 eq), and p-toluenesulfonic acid monohydrate (0.31 g, 1.63 mmol) in toluene (75 mL) were heated at reflux with azeotropic removal of water overnight. The crude product was purified by column chromatography over silica gel to give 2.28 g of 2,5-dimethyl-1-(2-nitrophenyl)-1H-pyrrole, which was reduced as in Example 64 to give 0.46 g of 2-(2,5-dimethyl-1H-pyrrol-1-yl)benzenamine. As a reaction SMILES: [CH2:1]([CH2:5][C:6](=O)[CH3:7])[C:2]([CH3:4])=O.[N+:9]([C:12]1[CH:18]=[CH:17][CH:16]=[CH:15][C:13]=1[NH2:14])([O-:11])=[O:10].O.C1(C)C=CC(S(O)(=O)=O)=CC=1.O>C1(C)C=CC=CC=1>[CH3:4][C:2]1[N:14]([C:13]2[CH:15]=[CH:16][CH:17]=[CH:18][C:12]=2[N+:9]([O-:11])=[O:10])[C:6]([CH3:7])=[CH:5][CH:1]=1 |f:2.3|. Starting materials: O (water), C(C(=O)C)CC(C)=O (Acetonylacetone), [N+](=O)([O-])C1=C(N)C=CC=C1 (o-nitroaniline), O.C1(=CC=C(C=C1)S(=O)(=O)O)C (p-toluenesulfonic acid monohydrate). Isolated yield 60.3%. The reactants are CC#N.O (CH3CN H2O), N1=C(NC2=C1C=CC=C2)CN2C(=NC1=C2C=CC=C1)CN(CC(=O)C1=CC=C(OCC(=O)OCC2=CC=CC=C2)C=C1)C (benzyl 4-[2-[[[1-[(benzimidazol-2-yl)methyl]benzimidazol-2-yl]methyl]methylamino]acetyl]phenoxyacetate). The reagents and catalysts are [Pd] (Pd/C). Solvent: CO (MeOH). Conditions: time 1 hour. Product: N1=C(NC2=C1C=CC=C2)CN2C(=NC1=C2C=CC=C1)CN(CC(=O)C1=CC=C(OCC(=O)O)C=C1)C (4-[2-[[[1-[(Benzimidazol-2-yl)methyl]benzimidazol-2-yl]methyl]methylamino]acetyl]phenoxyacetic acid). Reaction SMILES: [N:1]1[C:5]2[CH:6]=[CH:7][CH:8]=[CH:9][C:4]=2[NH:3][C:2]=1[CH2:10][N:11]1[C:15]2[CH:16]=[CH:17][CH:18]=[CH:19][C:14]=2[N:13]=[C:12]1[CH2:20][N:21]([CH3:43])[CH2:22][C:23]([C:25]1[CH:42]=[CH:41][C:28]([O:29][CH2:30][C:31]([O:33]CC2C=CC=CC=2)=[O:32])=[CH:27][CH:26]=1)=[O:24].CC#N.O>CO.[Pd]>[N:3]1[C:4]2[CH:9]=[CH:8][CH:7]=[CH:6][C:5]=2[NH:1][C:2]=1[CH2:10][N:11]1[C:15]2[CH:16]=[CH:17][CH:18]=[CH:19][C:14]=2[N:13]=[C:12]1[CH2:20][N:21]([CH3:43])[CH2:22][C:23]([C:25]1[CH:26]=[CH:27][C:28]([O:29][CH2:30][C:31]([OH:33])=[O:32])=[CH:41][CH:42]=1)=[O:24] |f:1.2|. Reported procedure: A mixture of benzyl 4-[2-[[[1-[(benzimidazol-2-yl)methyl]benzimidazol-2-yl]methyl]methylamino]acetyl]phenoxyacetate (0.08 g, 0.18 mmol) and 5% Pd/C (0.11 g) in MeOH (15 m L) was shaken on a Parr apparatus under H2 (41 psi) for 1 h. The mixture was filtered through a bed of Celite®, and the filter pad was washed with glacial AcOH and MeOH. The filtrate was concentrated to give the crude product (0.07 g). Preparative HPLC (Hamilton PRP-1® column, step gradient, 10-30% CH3CN/H2O-0.1% TFA) afforded ...